From a dataset of the Open Reaction Database (ORD), a public repository of structured organic reaction records. describe an organic reaction: reactants, conditions, products, and yield Reactants: BrC1=CC(=C(C(=C1)F)C(C(=O)NCC1=CC=C(C=C1)C#N)OCC)F ((RS)-2-(4-bromo-2,6-difluoro-phenyl)-N-(4-cyano-benzyl)-2-ethoxy-acetamide), O1C(=CC=C1)B(O)O (2-furanboronic acid). The product is C(#N)C1=CC=C(CNC(C(OCC)C2=C(C=C(C=C2F)C=2OC=CC2)F)=O)C=C1 ((RS)-N-(4-cyano-benzyl)-2-(2,6-difluoro-4-furan-2-yl-phenyl)-2-ethoxy-acetamide). Reaction SMILES: Br[C:2]1[CH:7]=[C:6]([F:8])[C:5]([CH:9]([O:22][CH2:23][CH3:24])[C:10]([NH:12][CH2:13][C:14]2[CH:19]=[CH:18][C:17]([C:20]#[N:21])=[CH:16][CH:15]=2)=[O:11])=[C:4]([F:25])[CH:3]=1.[O:26]1[CH:30]=[CH:29][CH:28]=[C:27]1B(O)O>>[C:20]([C:17]1[CH:18]=[CH:19][C:14]([CH2:13][NH:12][C:10](=[O:11])[CH:9]([C:5]2[C:6]([F:8])=[CH:7][C:2]([C:27]3[O:26][CH:30]=[CH:29][CH:28]=3)=[CH:3][C:4]=2[F:25])[O:22][CH2:23][CH3:24])=[CH:15][CH:16]=1)#[N:21]. Reported procedure: Analogous to example 247.1, (RS)-2-(4-bromo-2,6-difluoro-phenyl)-N-(4-cyano-benzyl)-2-ethoxy-acetamide (example 248.1) was reacted with 2-furanboronic acid to give (RS)-N-(4-cyano-benzyl)-2-(2,6-difluoro-4-furan-2-yl-phenyl)-2-ethoxy-acetamide. Off-white solid. MS 397.0 ([M+H]+)